Dataset: the Open Reaction Database (ORD), a public repository of structured organic reaction records. Task: describe an organic reaction: reactants, conditions, products, and yield Reactants: Cl (HCl), C(C1=CC=CC=C1)OCCC(CN1C(C=2C(C1=O)=CC=CC2)=O)(F)F (N-(4-benzyloxy-2,2-difluorobutyl)-phthalimide), solution, O.NN (hydrazine hydrate), phthaloyl hydrazide. Run in C(C)O (Ethanol), C(C)O (ethanol). Conditions: temperature 5 celsius, time 8 hour. Yields the product C(C1=CC=CC=C1)OCCC(CN)(F)F (4-benzyloxy-2,2-difluorobutylamine), hydrochloride salt. RXN SMILES: [CH2:1]([O:8][CH2:9][CH2:10][C:11]([F:25])([F:24])[CH2:12][N:13]1C(=O)C2=CC=CC=C2C1=O)[C:2]1[CH:7]=[CH:6][CH:5]=[CH:4][CH:3]=1.O.NN.Cl>C(O)C>[CH2:1]([O:8][CH2:9][CH2:10][C:11]([F:24])([F:25])[CH2:12][NH2:13])[C:2]1[CH:7]=[CH:6][CH:5]=[CH:4][CH:3]=1 |f:1.2|. Procedure details: The compound N-(4-benzyloxy-2,2-difluorobutyl)-phthalimide (8.97 g, 26 mM) and a 1M solution of hydrazine hydrate in ethanol (26 mL) are stirred under reflux. After a few minutes, a heavy precipitate is observed. Stirring and heating (bath temperature: 90°-100° C.) are continued overnight. Ethanol (220 mL) and concentrated HCl (18 mL) are added, and the mixture is refluxed for an additional 11/2 hour. After cooling (ice) the phthaloyl hydrazide is filtered, and the filtrate is evaporated. The re... Reactants: OC(C#CCOCc1ccccc1)C(F)(F)F, ClCCl, CC(=O)Cl, Cl, c1ccncc1. Product: CC(=O)OC(C#CCOCc1ccccc1)C(F)(F)F. RXN SMILES: [CH2:1]([c:2]1[cH:3][cH:4][cH:5][cH:6][cH:7]1)[O:8][CH2:9][C:10]#[C:11][CH:12]([C:13]([F:14])([F:15])[F:16])[OH:17].[CH2:29]([Cl:30])[Cl:31].[CH3:18][C:19]([Cl:20])=[O:21].[ClH:28].[cH:22]1[cH:23][cH:24][n:25][cH:26][cH:27]1>>[CH2:1]([c:2]1[cH:3][cH:4][cH:5][cH:6][cH:7]1)[O:8][CH2:9][C:10]#[C:11][CH:12]([C:13]([F:14])([F:15])[F:16])[O:17][C:19]([CH3:18])=[O:21].